This data is from the Open Reaction Database (ORD), a public repository of structured organic reaction records. The task is: describe an organic reaction: reactants, conditions, products, and yield Procedure details: NaBH(OAc)3 (3.2 g, 15 mmol) was added into a solution of 2,6-diisopropylaniline (0.940 mL, 4.98 mmol), acetone (1.8 mL, 25 mmol) and acetic acid (0.57 mL, 10 mmol) in 1,2-dichloroethane (30 mL) at room temperature. After stirring at room temperature for 16 h, the reaction was quenched by adding 1M NaOH aq. solution (20 mL). The organic layer was extracted with CH2Cl2 (30 mL), and the volatiles were evaporated under reduced pressure. Column chromatography (silica gel, 20:1 hexane/ethyl acetate) g... As a reaction SMILES: [BH-](OC(C)=O)(OC(C)=O)OC(C)=O.[Na+].[CH:15]([C:18]1[CH:24]=[CH:23][CH:22]=[C:21]([CH:25]([CH3:27])[CH3:26])[C:19]=1[NH2:20])([CH3:17])[CH3:16].[CH3:28][C:29]([CH3:31])=O.C(O)(=O)C>ClCCCl>[CH:29]([NH:20][C:19]1[C:18]([CH:15]([CH3:17])[CH3:16])=[CH:24][CH:23]=[CH:22][C:21]=1[CH:25]([CH3:27])[CH3:26])([CH3:31])[CH3:28] |f:0.1|. Product: C(C)(C)NC1=C(C=CC=C1C(C)C)C(C)C (N-Isopropyl-2,6-diisopropylaniline). Reaction conditions: time 16 hour. Solvent: ClCCCl (1,2-dichloroethane). Reactants: [BH-](OC(=O)C)(OC(=O)C)OC(=O)C.[Na+] (NaBH(OAc)3), C(C)(C)C1=C(N)C(=CC=C1)C(C)C (2,6-diisopropylaniline), CC(=O)C (acetone), C(C)(=O)O (acetic acid). Isolated yield 67.1%.